From a dataset of the Open Reaction Database (ORD), a public repository of structured organic reaction records. describe an organic reaction: reactants, conditions, products, and yield The reactants are ClC1=CC=C2CC(NC2=C1)=O (6-chlorooxindole), ClC1=CC=C(C=O)C=C1 (4-chlorobenzaldehyde), N1CCCC1 (pyrrolidine). Solvent: CO (methanol). Conditions: temperature 70 celsius. Product: ClC1=CC=C2/C(/C(NC2=C1)=O)=C/C1=CC=C(C=C1)Cl (Z-6-chloro-3-(4-chloro-benzylidene)-1,3-dihydro-indol-2-one). Reaction SMILES: [Cl:1][C:2]1[CH:10]=[C:9]2[C:5]([CH2:6][C:7](=[O:11])[NH:8]2)=[CH:4][CH:3]=1.[Cl:12][C:13]1[CH:20]=[CH:19][C:16]([CH:17]=O)=[CH:15][CH:14]=1.N1CCCC1>CO>[Cl:1][C:2]1[CH:10]=[C:9]2[C:5](/[C:6](=[CH:17]/[C:16]3[CH:19]=[CH:20][C:13]([Cl:12])=[CH:14][CH:15]=3)/[C:7](=[O:11])[NH:8]2)=[CH:4][CH:3]=1. Procedure: To the mixture of 6-chlorooxindole (16.2 g, 92 mmol) (Crescent) and 4-chlorobenzaldehyde (12.9 g, 92 mmol) (Aldrich) in methanol (100 mL) was added pyrrolidine (6.55 g, 92 mol) (Aldrich) dropwisely. The mixture was then heated at 70° C. for 3 h. After cooling to 4° C., the resulting precipitate was collected and dried to give 21 g of E/Z-6-chloro-3-(4-chloro-benzylidene)-1,3-dihydro-indol-2-one as a bright yellow solid. MS: 291 (M+H)+. Starting materials: [Sn](Cl)Cl (Tin (II) chloride), [N+](=O)([O-])C=1C=C(C(=O)OC)C=C(C1)C(F)(F)F (methyl 3-nitro-5-(trifluoromethyl)benzoate). The solvent is C(C)O (ethanol). Reaction conditions: temperature 60 celsius. Product: NC=1C=C(C(=O)OC)C=C(C1)C(F)(F)F (methyl 3-amino-5-(trifluoromethyl)benzoate). The yield is 56.6%. As a reaction SMILES: [Sn](Cl)Cl.[N+:4]([C:7]1[CH:8]=[C:9]([CH:14]=[C:15]([C:17]([F:20])([F:19])[F:18])[CH:16]=1)[C:10]([O:12][CH3:13])=[O:11])([O-])=O>C(O)C>[NH2:4][C:7]1[CH:8]=[C:9]([CH:14]=[C:15]([C:17]([F:18])([F:19])[F:20])[CH:16]=1)[C:10]([O:12][CH3:13])=[O:11]. Reported procedure: Tin (II) chloride (60 g) was added to a solution of methyl 3-nitro-5-(trifluoromethyl)benzoate (25 g, 100 mmol) in ethanol (600 ml) and the mixture was heated to 60° C. for 2 hours. The mixture was cooled and concentrated under reduced pressure to approximately one third volume. The mixture was added slowly to saturated aqueous sodium hydrogen carbonate (1000 ml) and the resulting mixture was filtered through celite. The filter cake was washed with ethyl acetate (500 ml). The organic layer was d... The reactants are C1CCOC1, Cc1cc(Cl)cnc1CN(Cc1ncccc1C(C)C)C1CCNCC1, O=C(NO)Oc1ccccc1. Yields the product Cc1cc(Cl)cnc1CN(Cc1ncccc1C(C)C)C1CCN(C(=O)NO)CC1. As a reaction SMILES: [CH2:38]1[O:39][CH2:40][CH2:41][CH2:42]1.[Cl:1][c:2]1[cH:3][c:4]([CH3:26])[c:5]([CH2:8][N:9]([CH:10]2[CH2:11][CH2:12][NH:13][CH2:14][CH2:15]2)[CH2:16][c:17]2[n:18][cH:19][cH:20][cH:21][c:22]2[CH:23]([CH3:24])[CH3:25])[n:6][cH:7]1.[O:27]([c:29]1[cH:30][cH:31][cH:32][cH:33][cH:35]1)[C:34](=[O:28])[NH:36][OH:37]>>[Cl:1][c:2]1[cH:3][c:4]([CH3:26])[c:5]([CH2:8][N:9]([CH:10]2[CH2:11][CH2:12][N:13]([C:34](=[O:27])[NH:36][OH:37])[CH2:14][CH2:15]2)[CH2:16][c:17]2[n:18][cH:19][cH:20][cH:21][c:22]2[CH:23]([CH3:24])[CH3:25])[n:6][cH:7]1. The reactants are IC=1C=C(C=CC1)OC (3-Iodoanisole), C(CO)O (ethylene glycol), C(C)(C)C1=C(C=CC=C1)S (2-Isopropylbenzenethiol), C(=O)([O-])[O-].[K+].[K+] (K2CO3). Reagents/catalysts: [Cu]I (CuI). Run in CC(C)O (2-propanol). Yields the product C(C)(C)C1=C(C=CC=C1)SC=1C=C(C=CC1)OC (3-(2-isopropylphenyl)sulfanylanisole). Yield: 93.3%. Reaction SMILES: I[C:2]1[CH:3]=[C:4]([O:8][CH3:9])[CH:5]=[CH:6][CH:7]=1.[CH:10]([C:13]1[CH:18]=[CH:17][CH:16]=[CH:15][C:14]=1[SH:19])([CH3:12])[CH3:11].C([O-])([O-])=O.[K+].[K+].C(O)CO>[Cu]I.CC(O)C>[CH:10]([C:13]1[CH:18]=[CH:17][CH:16]=[CH:15][C:14]=1[S:19][C:2]1[CH:3]=[C:4]([O:8][CH3:9])[CH:5]=[CH:6][CH:7]=1)([CH3:12])[CH3:11] |f:2.3.4|. Procedure details: The general procedure in example 39 was followed. 3-Iodoanisole (234 mg, 1.0 mmol), 2-Isopropylbenzenethiol (90% purity, 168 μL, 1.0 mmol), CuI (10 mg, 0.05 mmol), K2CO3 (276 mg, 2.0 mmol), ethylene glycol (111 μL, 2.0 mmol) and 2-propanol (1.0 mL) were used to obtain the 3-(2-isopropylphenyl)sulfanylanisole (241 mg, 93% yield) as colorless liquid. Column chromatographic solvent (hexane/ethyl acetate=40/1). Rf=0.3 (hexane/ethyl acetate=40/1). 1H NMR (CDCl3, 300 MHz) δ 7.29-7.36 (m, 3 H), 7.09-7.... The reactants are CC#CCn1c(Br)nc2cn[nH]c(=O)c21, O=C([O-])[O-], CC#N, Cc1nc(CCl)nc2ccccc12, [K+], [K+]. Yields the product CC#CCn1c(Br)nc2cnn(Cc3nc(C)c4ccccc4n3)c(=O)c21. Reaction SMILES: [Br:1][c:2]1[n:3]([CH2:12][C:13]#[C:14][CH3:15])[c:4]2[c:5]([cH:6][n:7][nH:8][c:9]2=[O:10])[n:11]1.[C:29](=[O:30])([O-:31])[O-:32].[CH3:35][C:36]#[N:37].[Cl:16][CH2:17][c:18]1[n:19][c:20]2[cH:21][cH:22][cH:23][cH:24][c:25]2[c:26]([CH3:28])[n:27]1.[K+:33].[K+:34]>>[Br:1][c:2]1[n:3]([CH2:12][C:13]#[C:14][CH3:15])[c:4]2[c:5]([cH:6][n:7][n:8]([CH2:17][c:18]3[n:19][c:20]4[cH:21][cH:22][cH:23][cH:24][c:25]4[c:26]([CH3:28])[n:27]3)[c:9]2=[O:10])[n:11]1. The reactants are CCNCCO, CCO, O=C(N1CCOCC1)N1CC(c2ccc(C(F)(F)F)cc2)CC(c2nc(Cl)no2)C1. The product is CCN(CCO)c1noc(C2CC(c3ccc(C(F)(F)F)cc3)CN(C(=O)N3CCOCC3)C2)n1. As a reaction SMILES: [CH2:31]([CH3:32])[NH:33][CH2:34][CH2:35][OH:36].[CH3:37][CH2:38][OH:39].[Cl:1][c:2]1[n:3][o:4][c:5]([CH:7]2[CH2:8][N:9]([C:23](=[O:24])[N:25]3[CH2:26][CH2:27][O:28][CH2:29][CH2:30]3)[CH2:10][CH:11]([c:13]3[cH:14][cH:15][c:16]([C:19]([F:20])([F:21])[F:22])[cH:17][cH:18]3)[CH2:12]2)[n:6]1>>[c:2]1([N:33]([CH2:31][CH3:32])[CH2:34][CH2:35][OH:36])[n:3][o:4][c:5]([CH:7]2[CH2:8][N:9]([C:23](=[O:24])[N:25]3[CH2:26][CH2:27][O:28][CH2:29][CH2:30]3)[CH2:10][CH:11]([c:13]3[cH:14][cH:15][c:16]([C:19]([F:20])([F:21])[F:22])[cH:17][cH:18]3)[CH2:12]2)[n:6]1. Reactants: CC(C)(C)OC(=O)NC(CCC(=O)O)C(=O)OC(C)(C)C, CO, C=[N+]=[N-]. The product is COC(=O)CCC(NC(=O)OC(C)(C)C)C(=O)OC(C)(C)C. As a reaction SMILES: [C:1]([CH3:2])([CH3:3])([CH3:4])[O:5][C:6]([CH:7]([NH:8][C:9](=[O:10])[O:11][C:12]([CH3:13])([CH3:14])[CH3:15])[CH2:16][CH2:17][C:18](=[O:19])[OH:20])=[O:21].[CH3:25][OH:26].[N+:22](=[N-:23])=[CH2:24]>>[C:1]([CH3:2])([CH3:3])([CH3:4])[O:5][C:6]([CH:7]([NH:8][C:9](=[O:10])[O:11][C:12]([CH3:13])([CH3:14])[CH3:15])[CH2:16][CH2:17][C:18](=[O:19])[O:20][CH3:24])=[O:21]. The reactants are NC=1C=C(C=CC1)C12NC(COCC2C1)=S ((1SR,7RS)-1-(3-amino-phenyl)-5-oxa-2-aza-bicyclo[5.1.0]octane-3-thione), FC(COC=1C=CC(=NC1)C(=O)O)(F)F (5-(2,2,2-trifluoro-ethoxy) -pyridine-2-carboxylic acid). Product: S=C1NC2(CC2COC1)C=1C=C(C=CC1)NC(=O)C1=NC=C(C=C1)OCC(F)(F)F (5-(2,2,2-Trifluoro-ethoxy)-pyridine-2-carboxylic acid [3-((1SR,7RS)-3-thioxo-5-oxa-2-aza-bicyclo[5.1.0]oct-1-yl)-phenyl]-amide), gum. The yield is 90.0%. RXN SMILES: [NH2:1][C:2]1[CH:3]=[C:4]([C:8]23[CH2:15][CH:14]2[CH2:13][O:12][CH2:11][C:10](=[S:16])[NH:9]3)[CH:5]=[CH:6][CH:7]=1.[F:17][C:18]([F:31])([F:30])[CH2:19][O:20][C:21]1[CH:22]=[CH:23][C:24]([C:27](O)=[O:28])=[N:25][CH:26]=1>>[S:16]=[C:10]1[CH2:11][O:12][CH2:13][CH:14]2[C:8]([C:4]3[CH:3]=[C:2]([NH:1][C:27]([C:24]4[CH:23]=[CH:22][C:21]([O:20][CH2:19][C:18]([F:31])([F:30])[F:17])=[CH:26][N:25]=4)=[O:28])[CH:7]=[CH:6][CH:5]=3)([CH2:15]2)[NH:9]1. Procedure details: The compound was prepared in an analogous manner as described for intermediate B14A from (1SR,7RS)-1-(3-amino-phenyl)-5-oxa-2-aza-bicyclo[5.1.0]octane-3-thione (intermediate B13B) (166 mg, 0.712 mmol) and 5-(2,2,2-trifluoro-ethoxy) -pyridine-2-carboxylic acid [CAS No. 881409-53-6; described in example 49] (150 mg, 0.68 mmol). The title compound was obtained as a light yellow gum (266 mg, 90%). MS (ISP): m/z=438.1 [(M+H)+]. Starting materials: CC#N, CCn1cncc1CCl, Cl, c1ccc(P(c2ccccc2)c2ccccc2)cc1. Product: CCn1cncc1C[P+](c1ccccc1)(c1ccccc1)c1ccccc1, [Cl-], Cl. Reaction SMILES: [CH3:30][C:31]#[N:32].[Cl:2][CH2:3][c:4]1[cH:5][n:6][cH:7][n:8]1[CH2:9][CH3:10].[ClH:1].[c:11]1([P:17]([c:18]2[cH:19][cH:20][cH:21][cH:22][cH:23]2)[c:24]2[cH:25][cH:26][cH:27][cH:28][cH:29]2)[cH:12][cH:13][cH:14][cH:15][cH:16]1>>[CH2:3]([c:4]1[cH:5][n:6][cH:7][n:8]1[CH2:9][CH3:10])[P+:17]([c:11]1[cH:12][cH:13][cH:14][cH:15][cH:16]1)([c:18]1[cH:19][cH:20][cH:21][cH:22][cH:23]1)[c:24]1[cH:25][cH:26][cH:27][cH:28][cH:29]1.[Cl-:1].[ClH:2]. The reactants are CC1=NOC(=C1C1=CC=C2C(=CC=NC2=C1)O)C (7-(3,5-dimethyl-4-isoxazolyl)-4-quinolinol), CC1=NOC(=C1C1=CC=C2C(=CC=NC2=C1)O)C (7-(3,5-dimethyl-4-isoxazolyl)-4-quinolinol), [N+](=O)(O)[O-] (nitric acid). Run in C(CC)(=O)O (propanoic acid). Run at temperature 125 celsius. Yields the product CC1=NOC(=C1C1=CC=C2C(=C(C=NC2=C1)[N+](=O)[O-])O)C (7-(3,5-dimethyl-4-isoxazolyl)-3-nitro-4-quinolinol). Yield: 75.0%. RXN SMILES: [CH3:1][C:2]1[C:6]([C:7]2[CH:16]=[C:15]3[C:10]([C:11]([OH:17])=[CH:12][CH:13]=[N:14]3)=[CH:9][CH:8]=2)=[C:5]([CH3:18])[O:4][N:3]=1.[N+:19]([O-])([OH:21])=[O:20]>C(O)(=O)CC>[CH3:1][C:2]1[C:6]([C:7]2[CH:16]=[C:15]3[C:10]([C:11]([OH:17])=[C:12]([N+:19]([O-:21])=[O:20])[CH:13]=[N:14]3)=[CH:9][CH:8]=2)=[C:5]([CH3:18])[O:4][N:3]=1. Procedure: To a solution of 7-(3,5-dimethyl-4-isoxazolyl)-4-quinolinol (for a preparation see Intermediate 11, 8.5 g, 35 mmol) in propanoic acid (442 ml) was added nitric acid (7 ml) at room temperature, followed by heating the reaction mixture to 125° C. for 2 h. After cooling, the mixture was filtered, washed with isopropyl ether to give the title compound as a yellow solid (7.5 g, 75%). [APCI-MS] m/z: 283 [M−H]−, Rt 2.41 min.